Dataset: the Open Reaction Database (ORD), a public repository of structured organic reaction records. Task: describe an organic reaction: reactants, conditions, products, and yield Starting materials: C(C)OC(C(=CCC(C)C)C#N)=O (2-cyano-5-methyl-hex-2-enoic acid ethyl ester), [N+](=O)([O-])C (nitromethane), C1CCC2=NCCCN2CC1 (DBU). The solvent is C(C)#N (acetonitrile). Conditions: temperature 60 celsius. Product: EtOAc hexanes, C(C)OC(=O)C1(C(C1)CC(C)C)C#N (1-cyano-2-isobutyl-cyclopropanecarboxylic acid ethyl ester). Yield: 70.3%. Reaction SMILES: [CH2:1]([O:3][C:4](=[O:13])[C:5]([C:11]#[N:12])=[CH:6][CH2:7][CH:8]([CH3:10])[CH3:9])[CH3:2].[N+]([CH3:17])([O-])=O.C1CCN2C(=NCCC2)CC1>C(#N)C>[CH2:1]([O:3][C:4]([C:5]1([C:11]#[N:12])[CH2:17][CH:6]1[CH2:7][CH:8]([CH3:10])[CH3:9])=[O:13])[CH3:2]. Procedure: To a solution of 2-cyano-5-methyl-hex-2-enoic acid ethyl ester (0.74 g, 4.08 mmol) in 16 mL acetonitrile was added nitromethane (1.11 mL, 20.4 mmol), followed by DBU (0.61 mL, 4.08 mmol) resulting in an orange solution. The reaction was heated to 60° C. for 16 hours, then cooled and partitioned between Et2O and 1N HCl (aq). The phases were separated, and the organic phase washed with brine, dried (MgSO4), and concentrated. Flash chromatography of the residue (5→10% EtOAc/hexanes) afforded 0.56 g...